The task is: describe an organic reaction: reactants, conditions, products, and yield. This data is from the Open Reaction Database (ORD), a public repository of structured organic reaction records. The reactants are C(C1=CC=CC=C1)OC=1C=C2CC(N(CC2=CC1OCC1=CC=CC=C1)S(=O)(=O)C=1C=2C=CN=CC2C=CC1)CN1CCN(CC1)C1=CC=CC=C1 (6,7-Dibenzyloxy-2-(5-Isoquinolinesulfonyl)-3-[(4-Phenylpiperazinyl)Methyl]-1,2,3,4-Tetrahydroisoquinoline), C(CS)S (1,2-ethanedithiol), B(F)(F)F.C(C)OCC (boron trifluoride ethyl ether), C([O-])(O)=O.[Na+] (sodium bicarbonate). Run at time 18 hour. The product is OC=1C=C2CC(N(CC2=CC1O)S(=O)(=O)C=1C=2C=CN=CC2C=CC1)CN1CCN(CC1)C1=CC=CC=C1 (6,7-Dihydroxy-2-(5-Isoquinolinesulfonyl)-3-[(4-Phenylpiperazinyl)methyl]-1,2,3,4-tetrahydroisoquinoline). Yield: 90.9%. As a reaction SMILES: C([O:8][C:9]1[CH:10]=[C:11]2[C:16](=[CH:17][C:18]=1[O:19]CC1C=CC=CC=1)[CH2:15][N:14]([S:27]([C:30]1[C:31]3[CH:32]=[CH:33][N:34]=[CH:35][C:36]=3[CH:37]=[CH:38][CH:39]=1)(=[O:29])=[O:28])[CH:13]([CH2:40][N:41]1[CH2:46][CH2:45][N:44]([C:47]3[CH:52]=[CH:51][CH:50]=[CH:49][CH:48]=3)[CH2:43][CH2:42]1)[CH2:12]2)C1C=CC=CC=1.C(S)CS.B(F)(F)F.C(OCC)C.C(=O)(O)[O-].[Na+]>>[OH:8][C:9]1[CH:10]=[C:11]2[C:16](=[CH:17][C:18]=1[OH:19])[CH2:15][N:14]([S:27]([C:30]1[C:31]3[CH:32]=[CH:33][N:34]=[CH:35][C:36]=3[CH:37]=[CH:38][CH:39]=1)(=[O:29])=[O:28])[CH:13]([CH2:40][N:41]1[CH2:42][CH2:43][N:44]([C:47]3[CH:52]=[CH:51][CH:50]=[CH:49][CH:48]=3)[CH2:45][CH2:46]1)[CH2:12]2 |f:2.3,4.5|. Procedure details: To 314 mg of the amorphous compound obtained in Example 9, were added 2 ml of 1,2-ethanedithiol and 1 ml of boron trifluoride/ethyl ether, and the mixture was stirred at a room temperature for 18 hours. After the addition of saturated sodium bicarbonate aqueous solution, the reaction mixture was extracted twice with a mixture of chloroform and methanol (1:1), and the extract was dried over magnesium sulfate and concentrated under a reduced pressure to obtain a residue, which was then applied to ... Product: NC=1C2=C(N=CN1)SC(=N2)C2=C(N=C(N2C)C(O)C2CC2)C2=CC=CC=C2 ([5-(7-Amino[1,3]thiazolo[5,4-d]pyrimidin-2-yl)-1-methyl-4-phenyl-1H-imidazol-2-yl](cyclopropyl)methanol). RXN SMILES: CN(C)C(=O)[O:4][CH:5]([C:9]1[N:10]([CH3:30])[C:11]([C:20]2[S:21][C:22]3[N:23]=[CH:24][N:25]=[C:26]([NH2:29])[C:27]=3[N:28]=2)=[C:12]([C:14]2[CH:19]=[CH:18][CH:17]=[CH:16][CH:15]=2)[N:13]=1)[CH:6]1[CH2:8][CH2:7]1.CN(C)C(=O)OC(C1N(C)C(C2SC3N=CN=C(N)C=3N=2)=C(C2C=CC=CC=2)N=1)C1C=CC=CC=1>>[NH2:29][C:26]1[C:27]2[N:28]=[C:20]([C:11]3[N:10]([CH3:30])[C:9]([CH:5]([CH:6]4[CH2:7][CH2:8]4)[OH:4])=[N:13][C:12]=3[C:14]3[CH:19]=[CH:18][CH:17]=[CH:16][CH:15]=3)[S:21][C:22]=2[N:23]=[CH:24][N:25]=1. The reactants are CN(C(OC(C1CC1)C=1N(C(=C(N1)C1=CC=CC=C1)C=1SC=2N=CN=C(C2N1)N)C)=O)C ([5-(7-amino[1,3]thiazolo[5,4-d]pyrimidin-2-yl)-1-methyl-4-phenyl-1H-imidazol-2-yl](cyclopropyl)methyl dimethylcarbamate), CN(C(OC(C1=CC=CC=C1)C=1N(C(=C(N1)C1=CC=CC=C1)C=1SC=2N=CN=C(C2N1)N)C)=O)C ([5-(7-Amino[1,3]thiazolo[5,4-d]pyrimidin-2-yl)-1-methyl-4-phenyl-1H-imidazol-2-yl](phenyl)methyl dimethylcarbamate), solid, Intermediate 98, CN(C(OC(C1=CC=CC=C1)C=1N(C(=C(N1)C1=CC=CC=C1)C=1SC=2N=CN=C(C2N1)N)C)=O)C ([5-(7-Amino[1,3]thiazolo[5,4-d]pyrimidin-2-yl)-1-methyl-4-phenyl-1H-imidazol-2-yl](phenyl)methyl dimethylcarbamate). Reported procedure: The title compound was prepared by a similar process to that described for Example 104 but using [5-(7-amino[1,3]thiazolo[5,4-d]pyrimidin-2-yl)-1-methyl-4-phenyl-1H-imidazol-2-yl](cyclopropyl)methyl dimethylcarbamate. (Intermediate 98) in place of [5-(7-amino[1,3]thiazolo[5,4-d]pyrimidin-2-yl)-1-methyl-4-phenyl-1H-imidazol-2-yl](phenyl)methyl dimethylcarbamate (Intermediate 97). Colourless solid (6 mg, 66%); The reactants are [H-].[Na+] (sodiumhydride), FC1=NC=CC(=C1)C=O (2-fluoro-4-pyridinecarboxaldehyde), CO (methanol), [Cl-].C(#N)C[P+](C1=CC=CC=C1)(C1=CC=CC=C1)C1=CC=CC=C1 ((cyanomethyl)triphenyl-phosphonium chloride). Run in O1CCCC1 (tetrahydrofurane), CN(C=O)C (dimethylformamide), O1CCCC1 (tetrahydrofurane). Conditions: time 2 day. The product is FC1=NC=CC(=C1)\C=C/C#N ((Z)-3-(2-fluoro-pyridin-4-yl)-acrylonitrile). As a reaction SMILES: [H-].[Na+].[Cl-].[C:4]([CH2:6][P+](C1C=CC=CC=1)(C1C=CC=CC=1)C1C=CC=CC=1)#[N:5].[F:26][C:27]1[CH:32]=[C:31]([CH:33]=O)[CH:30]=[CH:29][N:28]=1.CO>O1CCCC1.CN(C)C=O>[F:26][C:27]1[CH:32]=[C:31](/[CH:33]=[CH:6]\[C:4]#[N:5])[CH:30]=[CH:29][N:28]=1 |f:0.1,2.3|. Procedure: To a suspension of 2.80 g (0.038 mol) sodiumhydride (60% in oil) in 120 ml tetrahydrofurane and 120 ml dimethylformamide were added 21.6 g (0.064 mol) (cyanomethyl)triphenyl-phosphonium chloride. After stirring for 1 hour at room temperature a solution of 4.00 g (0.032 mol) 2-fluoro-4-pyridinecarboxaldehyde in 35 ml tetrahydrofurane were added and stirring was continued for 2 days. Then 30 ml methanol were added, the solvents were evaporated and the residue chromatographed on silicagel with ethy...